From a dataset of the Open Reaction Database (ORD), a public repository of structured organic reaction records. describe an organic reaction: reactants, conditions, products, and yield The reactants are C(C)=O (Acetaldehyde), Cl (hydrochloric acid), N1C(=NC2=C1C=CC=C2)NC(=O)C2=C(N=CN2)C(=O)NC2=CC=C(C=C2)OC2CCNCC2 (N5-(1H-benzo[d]imidazol-2-yl)-N4-(4-(piperidin-4-yloxy)phenyl)-1H-imidazole-4,5-dicarboxamide), C(C)(=O)O[BH-](OC(C)=O)OC(C)=O.[Na+] (sodium triacetoxyborohydride). Solvent: CN(C)C=O (DMF). Conditions: time 16 hour. The product is N1C(=NC2=C1C=CC=C2)NC(=O)C2=C(N=CN2)C(=O)NC2=CC=C(C=C2)OC2CCN(CC2)CC (N5-1H-benzimidazol-2-yl-N4-{4-[(1-ethylpiperidin-4-yl)oxy]phenyl}-1H-imidazole-4,5-dicarboxamide). Reaction SMILES: [CH:1](=O)[CH3:2].[NH:4]1[C:8]2[CH:9]=[CH:10][CH:11]=[CH:12][C:7]=2[N:6]=[C:5]1[NH:13][C:14]([C:16]1[NH:20][CH:19]=[N:18][C:17]=1[C:21]([NH:23][C:24]1[CH:29]=[CH:28][C:27]([O:30][CH:31]2[CH2:36][CH2:35][NH:34][CH2:33][CH2:32]2)=[CH:26][CH:25]=1)=[O:22])=[O:15].C(O[BH-](OC(=O)C)OC(=O)C)(=O)C.[Na+].Cl>CN(C=O)C>[NH:4]1[C:8]2[CH:9]=[CH:10][CH:11]=[CH:12][C:7]=2[N:6]=[C:5]1[NH:13][C:14]([C:16]1[NH:20][CH:19]=[N:18][C:17]=1[C:21]([NH:23][C:24]1[CH:29]=[CH:28][C:27]([O:30][CH:31]2[CH2:36][CH2:35][N:34]([CH2:1][CH3:2])[CH2:33][CH2:32]2)=[CH:26][CH:25]=1)=[O:22])=[O:15] |f:2.3|. Procedure: Acetaldehyde (0.088 g, 2.0 mmol) was weighed out into a dry 25 ml round bottom flask. N5-(1H-benzo[d]imidazol-2-yl)-N4-(4-(piperidin-4-yloxy)phenyl)-1H-imidazole-4,5-dicarboxamide (0.0446 g, 0.1 mmol) was added, followed by DMF (3.0 ml) of sodium triacetoxyborohydride (0.106 g, 0.5 mmol). The reaction mixture was stirred at room temperature over night (16 hours). The reaction mixture was then treated with 1 mL of 1N hydrochloric acid and concentrated under reduced pressure. The resulting crude m... Starting materials: COC(=O)Cc1c(C(=O)OC)ccn1CCBr, [Li]CCCC, CC(C)NC(C)C, CC(C)NC(C)C, [Li], C1CCOC1, O. Product: COC(=O)c1ccn2c1C(C(=O)OC)CC2. RXN SMILES: [Br:13][CH2:14][CH2:15][n:16]1[c:17]([CH2:25][C:26](=[O:27])[O:28][CH3:29])[c:18]([C:21](=[O:22])[O:23][CH3:24])[cH:19][cH:20]1.[CH2:1]([Li:2])[CH2:3][CH2:4][CH3:5].[CH:30]([NH:31][CH:32]([CH3:33])[CH3:34])([CH3:35])[CH3:36].[CH:6]([NH:7][CH:8]([CH3:9])[CH3:10])([CH3:11])[CH3:12].[Li:37].[O:38]1[CH2:39][CH2:40][CH2:41][CH2:42]1.[OH2:43]>>[CH2:14]1[CH2:15][n:16]2[c:17]([c:18]([C:21](=[O:22])[O:23][CH3:24])[cH:19][cH:20]2)[CH:25]1[C:26](=[O:27])[O:28][CH3:29]. Reactants: C1CCOC1, CO, CCOC(=O)COc1ccc(Cl)s1, [Li+], [OH-], O. The product is O=C(O)COc1ccc(Cl)s1. As a reaction SMILES: [CH2:16]1[O:17][CH2:18][CH2:19][CH2:20]1.[CH3:14][OH:15].[Cl:1][c:2]1[cH:3][cH:4][c:5]([O:7][CH2:8][C:9](=[O:10])[O:11][CH2:12][CH3:13])[s:6]1.[Li+:22].[OH-:21].[OH2:23]>>[Cl:1][c:2]1[cH:3][cH:4][c:5]([O:7][CH2:8][C:9](=[O:10])[OH:11])[s:6]1. The reactants are CCOC(=O)C (EtOAc), COC(=O)C=1C(=C2C=C(C(N(C2=C(N1)Br)CCC1=CC=CC=C1)=O)C1=CC=CC=C1)O (8-bromo-5-hydroxy-2-oxo-1-phenethyl-3-phenyl-1,2-dihydro-[1,7]naphthyridine-6-carboxylic acid methyl ester), C(CCC)[Sn](C=1C=NC=CC1)(CCCC)CCCC (3-tributylstannanyl-pyridine), Cl (HCl). Reagents/catalysts: Cl[Pd]([P](C1=CC=CC=C1)(C2=CC=CC=C2)C3=CC=CC=C3)([P](C4=CC=CC=C4)(C5=CC=CC=C5)C6=CC=CC=C6)Cl (PdCl2(PPh3)2). The solvent is O (water), CN(C)C=O (DMF). Reaction conditions: temperature 120 celsius. The product is COC(=O)C=1C(=C2C=C(C(N(C2=C(N1)C=1C=NC=CC1)CCC1=CC=CC=C1)=O)C1=CC=CC=C1)O (5-Hydroxy-2-oxo-1-phenethyl-3-phenyl-8-pyridin-3-yl-1,2-dihydro-[1,7]naphthyridine-6-carboxylic acid methyl ester). Isolated yield 57.1%. As a reaction SMILES: [CH3:1][O:2][C:3]([C:5]1[C:6]([OH:31])=[C:7]2[C:12](=[C:13](Br)[N:14]=1)[N:11]([CH2:16][CH2:17][C:18]1[CH:23]=[CH:22][CH:21]=[CH:20][CH:19]=1)[C:10](=[O:24])[C:9]([C:25]1[CH:30]=[CH:29][CH:28]=[CH:27][CH:26]=1)=[CH:8]2)=[O:4].C([Sn](CCCC)(CCCC)[C:37]1[CH:38]=[N:39][CH:40]=[CH:41][CH:42]=1)CCC.CCOC(C)=O.Cl>CN(C=O)C.Cl[Pd](Cl)([P](C1C=CC=CC=1)(C1C=CC=CC=1)C1C=CC=CC=1)[P](C1C=CC=CC=1)(C1C=CC=CC=1)C1C=CC=CC=1.O>[CH3:1][O:2][C:3]([C:5]1[C:6]([OH:31])=[C:7]2[C:12](=[C:13]([C:37]3[CH:38]=[N:39][CH:40]=[CH:41][CH:42]=3)[N:14]=1)[N:11]([CH2:16][CH2:17][C:18]1[CH:23]=[CH:22][CH:21]=[CH:20][CH:19]=1)[C:10](=[O:24])[C:9]([C:25]1[CH:30]=[CH:29][CH:28]=[CH:27][CH:26]=1)=[CH:8]2)=[O:4] |^1:65,84|. Procedure details: A mixture of 8-bromo-5-hydroxy-2-oxo-1-phenethyl-3-phenyl-1,2-dihydro-[1,7]naphthyridine-6-carboxylic acid methyl ester (54 mg, 0.11 mmol), 3-tributylstannanyl-pyridine (0.054 mL, 0.17 mmol) and PdCl2(PPh3)2 (16 mg, 0.023 mmol) in 3 mL of DMF was heated at 120° C. for 2 h under nitrogen atmosphere. After the mixture was cooled to r.t., EtOAc and water were added. 1 M HCl was added with stirring until pH was about 3-4. The aqueous layer was extracted with additional EtOAc, and the combined organi... The reactants are C[O-].[Na+] (sodium methoxide), N1=CC=C(C=C1)C=O (4-pyridinecarboxaldehyde), COC(OC)OC (trimethylorthoformate), S(O)(O)(=O)=O (sulfuric acid). Solvent: CO (methanol), CO (methanol). Reaction conditions: time 24 hour. The product is COC(C1=CC=NC=C1)OC (4-(Dimethoxymethyl)pyridine). As a reaction SMILES: [N:1]1[CH:6]=[CH:5][C:4](C=O)=[CH:3][CH:2]=1.[CH3:9][O:10][CH:11](OC)[O:12][CH3:13].S(=O)(=O)(O)O.C[O-].[Na+]>CO>[CH3:9][O:10][CH:11]([O:12][CH3:13])[C:4]1[CH:5]=[CH:6][N:1]=[CH:2][CH:3]=1 |f:3.4|. Procedure details: To a solution of 4-pyridinecarboxaldehyde (100.00 g, 0.93 mol) and trimethylorthoformate (159.20 g, 1.50 mol) in methanol (180 mL) at 0° C., under N2, was added concentrated sulfuric acid (41 mL, 0.45 mol). The resulting white suspension was heated to reflux and stirred for 24 hours. The reaction solution became clear after 2 h. After cooling to room temperature, the reaction mixture was poured slowly into a solution of 25 wt. % sodium methoxide (360 mL) in methanol (300 mL). The mixture was the... Starting materials: N1N=CN=C1 (1,2,4-triazole), ClC=1N=C(C2=C(N1)SC(=C2C)C)NCC2=CC(=C(C=C2)Cl)Cl (2-chloro-5,6-dimethyl-4-(3,4-dichlorobenzylamino)-thieno-[2,3-d]-pyrimidine). Product: N1(N=CN=C1)C=1N=C(C2=C(N1)SC(=C2C)C)NCC2=CC(=C(C=C2)Cl)Cl (2-(1,2,4-triazol-1-yl)-5,6-dimethyl-4-(3,4-dichlorobenzylamino)-thieno-[2,3-d]-pyrimidine). Reaction SMILES: [NH:1]1[CH:5]=[N:4][CH:3]=[N:2]1.Cl[C:7]1[N:8]=[C:9]([NH:18][CH2:19][C:20]2[CH:25]=[CH:24][C:23]([Cl:26])=[C:22]([Cl:27])[CH:21]=2)[C:10]2[C:15]([CH3:16])=[C:14]([CH3:17])[S:13][C:11]=2[N:12]=1>>[N:1]1([C:7]2[N:8]=[C:9]([NH:18][CH2:19][C:20]3[CH:25]=[CH:24][C:23]([Cl:26])=[C:22]([Cl:27])[CH:21]=3)[C:10]3[C:15]([CH3:16])=[C:14]([CH3:17])[S:13][C:11]=3[N:12]=2)[CH:5]=[N:4][CH:3]=[N:2]1. Procedure details: Following the procedure of Example 97, the reaction of 1,2,4-triazole with 2-chloro-5,6-dimethyl-4-(3,4-dichlorobenzylamino)-thieno-[2,3-d]-pyrimidine gives 2-(1,2,4-triazol-1-yl)-5,6-dimethyl-4-(3,4-dichlorobenzylamino)-thieno-[2,3-d]-pyrimidine. Starting materials: N(=NC(=O)OCC)C(=O)OCC (diethyl azodicarboxylate), C(C)(C)(C)OC(=O)N1CCC(CC1)CO (N-tert-butoxycarbonyl-4-piperidinemethanol), ClC1=C(COC=2C=C(C=C(C2)C)O)C=CC=C1 (3-(2-chlorobenzyloxy)-5-methylphenol), C1(=CC=CC=C1)P(C1=CC=CC=C1)C1=CC=CC=C1 (triphenylphosphine), CN1CCOCC1 (N-methylmorpholine). Run in O1CCCC1 (tetrahydrofuran). Reaction conditions: time 8 hour. Yields the product ClC1=C(COC=2C=C(C=C(C2)C2CCN(CC2)C(=O)OC(C)(C)C)C)C=CC=C1 (3-(2-Chlorobenzyloxy)-5-[1-N-(tert-butoxycarbonyl)piperidin-4-yl]toluene). The yield is 70.4%. Reaction SMILES: [C:1]([O:5][C:6]([N:8]1[CH2:13][CH2:12][CH:11]([CH2:14]O)[CH2:10][CH2:9]1)=[O:7])([CH3:4])([CH3:3])[CH3:2].[Cl:16][C:17]1[CH:32]=[CH:31][CH:30]=[CH:29][C:18]=1[CH2:19][O:20][C:21]1[CH:22]=C(O)[CH:24]=[C:25]([CH3:27])[CH:26]=1.C1(P(C2C=CC=CC=2)C2C=CC=CC=2)C=CC=CC=1.CN1CCOCC1.N(C(OCC)=O)=NC(OCC)=O>O1CCCC1>[Cl:16][C:17]1[CH:32]=[CH:31][CH:30]=[CH:29][C:18]=1[CH2:19][O:20][C:21]1[CH:26]=[C:25]([CH3:27])[CH:24]=[C:14]([CH:11]2[CH2:10][CH2:9][N:8]([C:6]([O:5][C:1]([CH3:2])([CH3:3])[CH3:4])=[O:7])[CH2:13][CH2:12]2)[CH:22]=1. Procedure: To 177 mg (0.823 mmol) of N-tert-butoxycarbonyl-4-piperidinemethanol, as prepared in step f of Example 1, 195 mg (0.785 mmol) of 3-(2-chlorobenzyloxy)-5-methylphenol, as prepared in the preceding step, 262 mg (1.02 mmol) of triphenylphosphine, and 250 μL (2.27 mmol) of N-methylmorpholine in 3 mL of tetrahydrofuran was added 140 μL (0.892 mmol) of diethyl azodicarboxylate. The reaction mixture was stirred overnight, quenched with saturated NaCl (50 mL), and extracted into ethyl acetate (50 mL). T...